Dataset: the Open Reaction Database (ORD), a public repository of structured organic reaction records. Task: describe an organic reaction: reactants, conditions, products, and yield The reactants are C(C)(=O)NC(C(=O)OC)=C (methyl 2-acetamidoacrylate), CN(C)C=O (DMF), C(O)([O-])=O.[Na+] (sodium hydrogen carbonate), IC=1C=C(C=CC1)SC (3-iodo-1-methylthiobenzene). The reagents and catalysts are [Cl-].C(CCC)[N+](CCCC)(CCCC)CCCC (tetrabutylammonium chloride), C(C)(=O)[O-].[Pd+2].C(C)(=O)[O-] (palladium acetate). Product: CSC=1C(=C(C=CC(=O)OC)C=CC1)NC(C)=O (Methyl 3-methylthio-2-acetamidocinnamate). RXN SMILES: C(N[C:5](=[CH2:10])[C:6]([O:8][CH3:9])=[O:7])(=O)C.[C:11](=O)([O-])O.[Na+].I[C:17]1[CH:18]=[C:19]([S:23][CH3:24])[CH:20]=[CH:21][CH:22]=1.C[N:26]([CH:28]=[O:29])C>[Cl-].C([N+](CCCC)(CCCC)CCCC)CCC.C([O-])(=O)C.[Pd+2].C([O-])(=O)C>[CH3:24][S:23][C:19]1[C:18]([NH:26][C:28](=[O:29])[CH3:11])=[C:17]([CH:22]=[CH:21][CH:20]=1)[CH:10]=[CH:5][C:6]([O:8][CH3:9])=[O:7] |f:1.2,5.6,7.8.9|. Procedure: 4.8 g of methyl (3-methylthio)-2-acetamidocinnamate are obtained in the form of a white solid which melts at 139° C. by proceeding as in Example 34-3 but using 5.6 g of methyl 2-acetamidoacrylate, 0.18 g of palladium acetate, 8.2 g of tetrabutylammonium chloride, 5.86 g of sodium hydrogen carbonate and 6.5 g of 3-iodo-1-methylthiobenzene dissolved in 160 ml of anhydrous DMF. Starting materials: C1(CCCCC1)N=C=NC1CCCCC1 (Dicyclohexylcarbodiimide), C(C)(=O)S[C@H](C(=O)O)CC1=CC=CC=C1 ((S)-2-acetylthio-3-phenylpropionic acid), N[C@@H](CC(C)C)C(=O)OC(C)(C)C ((L)-leucine, 1,1-dimethylethyl ester), O.OC1=CC=CC=2NN=NC21 (hydroxybenzotriazole hydrate). Solvent: O1CCCC1 (tetrahydrofuran), O1CCCC1 (tetrahydrofuran). Run at time 8 hour. Yields the product C(C)(=O)SC(C(=O)N[C@@H](CC(C)C)C(=O)OC(C)(C)C)CC1=CC=CC=C1 ((S)-N-[2-(acetylthio)-1-oxo-3-phenylpropyl]-L-leucine, 1,1-dimethylethyl ester). As a reaction SMILES: C1(N=C=NC2CCCCC2)CCCCC1.[C:16]([S:19][C@@H:20]([CH2:24][C:25]1[CH:30]=[CH:29][CH:28]=[CH:27][CH:26]=1)[C:21]([OH:23])=O)(=[O:18])[CH3:17].[NH2:31][C@H:32]([C:37]([O:39][C:40]([CH3:43])([CH3:42])[CH3:41])=[O:38])[CH2:33][CH:34]([CH3:36])[CH3:35].O.OC1C2N=NNC=2C=CC=1>O1CCCC1>[C:16]([S:19][CH:20]([CH2:24][C:25]1[CH:30]=[CH:29][CH:28]=[CH:27][CH:26]=1)[C:21]([NH:31][C@H:32]([C:37]([O:39][C:40]([CH3:42])([CH3:41])[CH3:43])=[O:38])[CH2:33][CH:34]([CH3:36])[CH3:35])=[O:23])(=[O:18])[CH3:17] |f:3.4|. Reported procedure: This salt is converted to the free acid. Dicyclohexylcarbodiimide in tetrahydrofuran is added to a solution of (S)-2-acetylthio-3-phenylpropionic acid, (L)-leucine, 1,1-dimethylethyl ester, and hydroxybenzotriazole hydrate in tetrahydrofuran at -8° and the reaction mixture is stirred overnight warming to room temperature, and is then worked up according to the procedure of Example 37 to yield (S)-N-[2-(acetylthio)-1-oxo-3-phenylpropyl]-L-leucine, 1,1-dimethylethyl ester as a clear, light yellow,... The reactants are COC(=O)c1ccc(C=CCc2nccn2Cc2ccccc2)cc1-c1ccc(F)cc1, CO, [Na+], [OH-], O. RXN SMILES: [CH2:1]([c:2]1[cH:3][cH:4][cH:5][cH:6][cH:7]1)[n:8]1[c:9]([CH2:13][CH:14]=[CH:15][c:16]2[cH:17][c:18](-[c:26]3[cH:27][cH:28][c:29]([F:32])[cH:30][cH:31]3)[c:19]([C:20](=[O:21])[O:22][CH3:23])[cH:24][cH:25]2)[n:10][cH:11][cH:12]1.[CH3:36][OH:37].[Na+:34].[OH-:33].[OH2:35]>>[CH2:1]([c:2]1[cH:3][cH:4][cH:5][cH:6][cH:7]1)[n:8]1[c:9]([CH2:13][CH:14]=[CH:15][c:16]2[cH:17][c:18](-[c:26]3[cH:27][cH:28][c:29]([F:32])[cH:30][cH:31]3)[c:19]([C:20](=[O:21])[OH:22])[cH:24][cH:25]2)[n:10][cH:11][cH:12]1. Product: O=C(O)c1ccc(C=CCc2nccn2Cc2ccccc2)cc1-c1ccc(F)cc1. Starting materials: C1(=CC=CC=C1)C=1C=C2N(CCCN2)C(C1)=O (8-phenyl-1,2,3,4-tetrahydro-pyrido[1,2-a]pyrimidin-6-one), CC(C)([O-])C.[Na+] (sodium tert-butoxide), C=1C=CC(=CC1)P(C=2C=CC=CC2)C3=CC=C4C=CC=CC4=C3C5=C6C=CC=CC6=CC=C5P(C=7C=CC=CC7)C=8C=CC=CC8 (BINAP), Pd (OAc)2, ClC1=NC(=NC=C1)SC (4-chloro -2-methylthiopyrimidine). Solvent: C1(=CC=CC=C1)C (toluene). Reaction conditions: temperature 70 celsius. Product: CSC1=NC=CC(=N1)N1C=2N(CCC1)C(C=C(C2)C2=CC=CC=C2)=O (1-(2-Methylsulfanyl-pyrimidin-4-yl)-8-phenyl-1,2,3,4-tetrahydro-pyrido[1,2-a]pyrimidin-6-one). As a reaction SMILES: [C:1]1([C:7]2[CH:8]=[C:9]3[NH:14][CH2:13][CH2:12][CH2:11][N:10]3[C:15](=[O:17])[CH:16]=2)[CH:6]=[CH:5][CH:4]=[CH:3][CH:2]=1.CC(C)([O-])C.[Na+].C1C=CC(P(C2C(C3C(P(C4C=CC=CC=4)C4C=CC=CC=4)=CC=C4C=3C=CC=C4)=C3C(C=CC=C3)=CC=2)C2C=CC=CC=2)=CC=1.Cl[C:71]1[CH:76]=[CH:75][N:74]=[C:73]([S:77][CH3:78])[N:72]=1>C1(C)C=CC=CC=1>[CH3:78][S:77][C:73]1[N:74]=[C:75]([N:14]2[CH2:13][CH2:12][CH2:11][N:10]3[C:15](=[O:17])[CH:16]=[C:7]([C:1]4[CH:6]=[CH:5][CH:4]=[CH:3][CH:2]=4)[CH:8]=[C:9]23)[CH:76]=[CH:71][N:72]=1 |f:1.2|. Procedure: To a mixture of 8-phenyl-1,2,3,4-tetrahydro-pyrido[1,2-a]pyrimidin-6-one (1.86 g, 8.23 mmol), sodium tert-butoxide (1.6 g, 16 mmol), BINAP (0.15 g, 0.207 mmol), and Pd (OAc)2 (55 mg, 0.2 mmol) was added toluene (20 mL) and 4-chloro -2-methylthiopyrimidine (1.5 mL, 12 mmol). After purged with N2 for 10 min, the overall mixture was heated at 70° C. for 3 h prior to being cooled to room temperature. The resulting material was diluted with saturated NHCl(aq), water, and DCM. The organic layer was ta... Reactants: N1C(=S)NC=2N=CNC2C1=O (2-thioxanthine), P12(=S)SP3(=S)SP(=S)(S1)SP(=S)(S2)S3 (phosphorus pentasulfide), [OH-].[Na+] (NaOH). Solvent: N1=CC=CC=C1 (pyridine). Product: N1C(=S)NC=2N=CNC2C1=S (dithioxanthine). The yield is 258.8%. Reaction SMILES: [NH:1]1[C:10](=O)[C:9]2[NH:8][CH:7]=[N:6][C:5]=2[NH:4][C:2]1=[S:3].P12(SP3(SP(SP(S3)(S1)=S)(=S)S2)=S)=[S:13].[OH-].[Na+]>N1C=CC=CC=1>[NH:1]1[C:10](=[S:13])[C:9]2[NH:8][CH:7]=[N:6][C:5]=2[NH:4][C:2]1=[S:3] |f:2.3|. Procedure: 13.22 g (50 mM) of 2-thioxanthine and 13.34 g (60 mM) of phosphorus pentasulfide were heated under reflux in 160 ml of pyridine for 3 days. At 5-10° C., 66 ml (132 mM) of 2N NaOH were added. The solvents were evaporated in vacuo, the residue treated with 200 ml of water and evaporated again. The residue was again suspended in 200 ml of water and collected. The crude product was dissolved in 120 ml of 1N NaOH, treated twice with 0.14 g of charcoal, filtered and acidified with 32 ml of 5N HCl to p... The reactants are ClCC([C@]1([C@@H](C[C@H]2[C@@H]3CCC4=CC(C=C[C@]4(C)[C@]3([C@H](C[C@]12C)O)F)=O)OCC1(OC1)C1=CC=CC=C1)O)=O (21-chloro-9-fluoro-11β,17-dihydroxy-16α-[(2-phenyloxiranyl)methoxy]pregna-1,4-diene-3,20-dione), I(=O)(=O)(=O)O (periodic acid). Solvent: O1CCCC1 (tetrahydrofuran), O (water), O (water). The product is ClCC([C@]1([C@@H](C[C@H]2[C@@H]3CCC4=CC(C=C[C@]4(C)[C@]3([C@H](C[C@]12C)O)F)=O)OCC(C1=CC=CC=C1)=O)O)=O (21-chloro-9-fluoro-11β,17-dihydroxy-16α-(2-oxo-2-phenylethoxy)pregna-1,4-diene-3,20-dione). Yield: 51.3%. As a reaction SMILES: [Cl:1][CH2:2][C:3](=[O:38])[C@:4]1([OH:37])[C@:21]2([CH3:22])[C@H:7]([C@H:8]3[C@:18]([F:24])([C@@H:19]([OH:23])[CH2:20]2)[C@:16]2([CH3:17])[C:11](=[CH:12][C:13](=[O:25])[CH:14]=[CH:15]2)[CH2:10][CH2:9]3)[CH2:6][C@H:5]1[O:26][CH2:27][C:28]1([C:31]2[CH:36]=[CH:35][CH:34]=[CH:33][CH:32]=2)C[O:29]1.I(O)(=O)(=O)=O>O1CCCC1.O>[Cl:1][CH2:2][C:3](=[O:38])[C@:4]1([OH:37])[C@:21]2([CH3:22])[C@H:7]([C@H:8]3[C@:18]([F:24])([C@@H:19]([OH:23])[CH2:20]2)[C@:16]2([CH3:17])[C:11](=[CH:12][C:13](=[O:25])[CH:14]=[CH:15]2)[CH2:10][CH2:9]3)[CH2:6][C@H:5]1[O:26][CH2:27][C:28](=[O:29])[C:31]1[CH:32]=[CH:33][CH:34]=[CH:35][CH:36]=1. Procedure details: A solution of 4.8 g of 21-chloro-9-fluoro-11β,17-dihydroxy-16α-[(2-phenyloxiranyl)methoxy]pregna-1,4-diene-3,20-dione in 150 ml of tetrahydrofuran is stirred with a solution of 10 g of periodic acid in 40 ml of water for 4 hours. The resulting slurry is diluted with 1 liter of water and filtered. The solid is dried in vacuo and recrystallized from methanol-chloroform to give 2.4 g of 21-chloro-9-fluoro-11β,17-dihydroxy-16α-(2-oxo-2-phenylethoxy)pregna-1,4-diene-3,20-dione, melting point 266°-268... Reactants: [Al+3], C1CCOC1, [H-], [H-], [H-], [H-], [Li+], COC(=O)c1ccnc(N2CCCCC2)c1. Yields the product OCc1ccnc(N2CCCCC2)c1. Reaction SMILES: [Al+3:2].[CH2:23]1[O:24][CH2:25][CH2:26][CH2:27]1.[H-:1].[H-:4].[H-:5].[H-:6].[Li+:3].[N:7]1([c:13]2[cH:14][c:15]([C:16](=[O:17])[O:18][CH3:19])[cH:20][cH:21][n:22]2)[CH2:8][CH2:9][CH2:10][CH2:11][CH2:12]1>>[N:7]1([c:13]2[cH:14][c:15]([CH2:16][OH:17])[cH:20][cH:21][n:22]2)[CH2:8][CH2:9][CH2:10][CH2:11][CH2:12]1. Reactants: Br, Br, COCC(C)C(=O)c1ccccc1, Clc1ccccc1. The product is COCC(C)(Br)C(=O)c1ccccc1. Reaction SMILES: [Br:14].[BrH:15].[CH3:1][O:2][CH2:3][CH:4]([C:5](=[O:6])[c:7]1[cH:8][cH:9][cH:10][cH:11][cH:12]1)[CH3:13].[Cl:16][c:17]1[cH:18][cH:19][cH:20][cH:21][cH:22]1>>[CH3:1][O:2][CH2:3][C:4]([C:5](=[O:6])[c:7]1[cH:8][cH:9][cH:10][cH:11][cH:12]1)([CH3:13])[Br:15]. The reactants are CN=C=O (methyl isocyanate), NC1=CC=2CC3=C(NC(C=4N3C=C(N4)C(=O)OCC)=O)C2C=C1 (ethyl 8-amino-4,5-dihydro-4-oxo-10H-imidazo[1,2-a]indeno[1,2-e]pyrazine-2-carboxylate). Solvent: CN(C=O)C (dimethylformamide). Run at time 12 hour. The product is CNC(NC1=CC=2CC3=C(NC(C=4N3C=C(N4)C(=O)OCC)=O)C2C=C1)=O (ethyl 8-(3-methylureido)-4,5-dihydro-4-oxo-10H-imidazo[1,2-a]indeno[1,2-e]pyrazine-2-carboxylate). Reaction SMILES: [CH3:1][N:2]=[C:3]=[O:4].[NH2:5][C:6]1[CH:27]=[CH:26][C:25]2[C:11]3[NH:12][C:13](=[O:24])[C:14]4[N:15]([CH:16]=[C:17]([C:19]([O:21][CH2:22][CH3:23])=[O:20])[N:18]=4)[C:10]=3[CH2:9][C:8]=2[CH:7]=1>CN(C)C=O>[CH3:1][NH:2][C:3](=[O:4])[NH:5][C:6]1[CH:27]=[CH:26][C:25]2[C:11]3[NH:12][C:13](=[O:24])[C:14]4[N:15]([CH:16]=[C:17]([C:19]([O:21][CH2:22][CH3:23])=[O:20])[N:18]=4)[C:10]=3[CH2:9][C:8]=2[CH:7]=1. Procedure: 0.44 ml of methyl isocyanate is added dropwise with stirring to a suspension of 580 mg of ethyl 8-amino-4,5-dihydro-4-oxo-10H-imidazo[1,2-a]indeno[1,2-e]pyrazine-2-carboxylate in 10 ml of dimethylformamide and stirring is continued for 12 hours at a temperature close to 20° C. The reaction mixture is then filtered, rinsed with dimethylformamide and dried at 35° C. under vacuum (1 mm Hg; 0.13 kPa). 320 mg of ethyl 8-(3-methylureido)-4,5-dihydro-4-oxo-10H-imidazo[1,2-a]indeno[1,2-e]pyrazine-2-carb...